From a dataset of the Open Reaction Database (ORD), a public repository of structured organic reaction records. describe an organic reaction: reactants, conditions, products, and yield Reaction SMILES: Cl[C:2]1[C:21]([C:22]2[NH:26][N:25]=[CH:24][CH:23]=2)=[CH:20][C:5]([C:6]([NH:8][C:9]2[CH:14]=[CH:13][C:12]([O:15][C:16]([Cl:19])([F:18])[F:17])=[CH:11][CH:10]=2)=[O:7])=[CH:4][N:3]=1.Cl.[NH:28]1[CH2:31][CH:30]([CH2:32][OH:33])[CH2:29]1>>[Cl:19][C:16]([F:18])([F:17])[O:15][C:12]1[CH:13]=[CH:14][C:9]([NH:8][C:6](=[O:7])[C:5]2[CH:20]=[C:21]([C:22]3[NH:26][N:25]=[CH:24][CH:23]=3)[C:2]([N:28]3[CH2:31][CH:30]([CH2:32][OH:33])[CH2:29]3)=[N:3][CH:4]=2)=[CH:10][CH:11]=1 |f:1.2|. Starting materials: ClC1=NC=C(C(=O)NC2=CC=C(C=C2)OC(F)(F)Cl)C=C1C1=CC=NN1 (6-chloro-N-(4-(chlorodifluoromethoxy)phenyl)-5-(1H-pyrazol-5-yl)nicotinamide), Cl.N1CC(C1)CO (3-azetidinemethanol hydrochloride). Yields the product ClC(OC1=CC=C(C=C1)NC(C1=CN=C(C(=C1)C1=CC=NN1)N1CC(C1)CO)=O)(F)F (N-(4-(Chlorodifluoromethoxy)phenyl)-6-(3-(hydroxymethyl)azetidin-1-yl)-5-(1H-pyrazol-5-yl)nicotinamide). Reported procedure: The title compound was prepared in an analogous fashion to that described in Example 63 using 6-chloro-N-(4-(chlorodifluoromethoxy)phenyl)-5-(1H-pyrazol-5-yl)nicotinamide (Stage 48.1) and 3-azetidinemethanol hydrochloride to afford a yellow foam. HPLC (Condition 7) tR=5.51 min, UPLC-MS (Condition 3) tR=0.89 min, m/z=450.1 [M+H]+; 1H-NMR (400 MHz, DMSO-d6) δ ppm 2.55-2.68 (m, 1H) 3.43-3.49 (m, 2H) 3.49-3.56 (m, 2H) 3.73-3.82 (m, 2H) 4.66-4.73 (m, 1H) 6.42 (br.s, 1H) 7.33 (d, J=8.99 Hz, 2H) 7.79-7... Reaction SMILES: [CH2:1]([CH3:2])[O:3][C:4]([CH:5]([CH2:6][CH:7]([CH3:8])[CH3:9])[c:10]1[cH:11][c:12](-[c:24]2[cH:25][cH:26][c:27]([C:30]([F:31])([F:32])[F:33])[cH:28][cH:29]2)[cH:13][c:14]([N:16]2[CH:17]([CH2:22][CH3:23])[CH2:18][CH2:19][CH2:20][CH2:21]2)[cH:15]1)=[O:34].[CH3:37][OH:38].[Na+:36].[OH-:35]>>[O:3]=[C:4]([CH:5]([CH2:6][CH:7]([CH3:8])[CH3:9])[c:10]1[cH:11][c:12](-[c:24]2[cH:25][cH:26][c:27]([C:30]([F:31])([F:32])[F:33])[cH:28][cH:29]2)[cH:13][c:14]([N:16]2[CH:17]([CH2:22][CH3:23])[CH2:18][CH2:19][CH2:20][CH2:21]2)[cH:15]1)[OH:34]. Product: CCC1CCCCN1c1cc(-c2ccc(C(F)(F)F)cc2)cc(C(CC(C)C)C(=O)O)c1. The reactants are CCOC(=O)C(CC(C)C)c1cc(-c2ccc(C(F)(F)F)cc2)cc(N2CCCCC2CC)c1, CO, [Na+], [OH-]. Starting materials: NC=1C(=NC=C(C1)CC1=CC=C(C=C1)F)C(=O)OCC (ethyl 3-amino-5-[(4-fluorophenyl)methyl]-2-pyridinecarboxylate), CS(=O)(=O)C1=CC=C(C=O)C=C1 (4-methylsulfonyl benzaldehyde). Product: FC1=CC=C(C=C1)CC=1C=C(C(=NC1)C(=O)OCC)NCC1=CC=C(C=C1)S(=O)(=O)C (Ethyl 5-[(4-fluorophenyl)methyl]-3-({[4-(methylsulfonyl)phenyl]methyl}amino)-2-pyridinecarboxylate). RXN SMILES: [NH2:1][C:2]1[C:3]([C:16]([O:18][CH2:19][CH3:20])=[O:17])=[N:4][CH:5]=[C:6]([CH2:8][C:9]2[CH:14]=[CH:13][C:12]([F:15])=[CH:11][CH:10]=2)[CH:7]=1.[CH3:21][S:22]([C:25]1[CH:32]=[CH:31][C:28]([CH:29]=O)=[CH:27][CH:26]=1)(=[O:24])=[O:23]>>[F:15][C:12]1[CH:11]=[CH:10][C:9]([CH2:8][C:6]2[CH:7]=[C:2]([NH:1][CH2:29][C:28]3[CH:27]=[CH:26][C:25]([S:22]([CH3:21])(=[O:24])=[O:23])=[CH:32][CH:31]=3)[C:3]([C:16]([O:18][CH2:19][CH3:20])=[O:17])=[N:4][CH:5]=2)=[CH:14][CH:13]=1. Reported procedure: This compound was prepared from ethyl 3-amino-5-[(4-fluorophenyl)methyl]-2-pyridinecarboxylate and 4-methylsulfonyl benzaldehyde employing methods similar to those described in Example 265 and was obtained as a yellow solid. Starting materials: Cc1cccc(-c2nn(C(C)(C)C)c3ncnc(N)c23)c1, O=CO, Cl. The product is Cc1cccc(-c2n[nH]c3ncnc(N)c23)c1. Reaction SMILES: [C:1]([CH3:2])([CH3:3])([CH3:4])[n:5]1[n:6][c:7](-[c:15]2[cH:16][c:17]([CH3:21])[cH:18][cH:19][cH:20]2)[c:8]2[c:9]1[n:10][cH:11][n:12][c:13]2[NH2:14].[CH:22]([OH:23])=[O:24].[ClH:25]>>[nH:5]1[n:6][c:7](-[c:15]2[cH:16][c:17]([CH3:21])[cH:18][cH:19][cH:20]2)[c:8]2[c:9]1[n:10][cH:11][n:12][c:13]2[NH2:14]. Reactants: ClC=1C(=NC=C(C1)C(F)(F)F)C(C#N)C1=CC=C(C=C1)Cl (3-chloro-2-[1-(4-chlorophenyl)-1-cyanomethyl]-5-trifluoromethylpyridine), Br (hydrogen bromide). The solvent is ice water. Reaction conditions: temperature 23 celsius, time 68 hour. The product is ClC=1C(=NC=C(C1)C(F)(F)F)CC1=CC=C(C=C1)Cl (3-Chloro-2-(4-chlorobenzyl)-5-trifluoromethylpyridine). RXN SMILES: [Cl:1][C:2]1[C:3]([CH:12]([C:15]2[CH:20]=[CH:19][C:18]([Cl:21])=[CH:17][CH:16]=2)C#N)=[N:4][CH:5]=[C:6]([C:8]([F:11])([F:10])[F:9])[CH:7]=1.Br>>[Cl:1][C:2]1[C:3]([CH2:12][C:15]2[CH:20]=[CH:19][C:18]([Cl:21])=[CH:17][CH:16]=2)=[N:4][CH:5]=[C:6]([C:8]([F:10])([F:11])[F:9])[CH:7]=1. Procedure: 4.3 g of 3-chloro-2-[1-(4-chlorophenyl)-1-cyanomethyl]-5-trifluoromethylpyridine (prepared by the method of Example 1) were heated under reflux in 50 ml of 47% strength aqueous hydrogen bromide solution for 3 hours and then stirred for another 68 hours at 23° C. The reaction mixture was subsequently poured into 500 ml of ice water. The mixture was stirred for a further 30 minutes and the solid that had formed was separated off, washed with water and then dried. Yield: 3.0 g (75%) of colorless cr... Yield: 89.6%. The reactants are Cl.CC=1C=C(C=CC1C)NN (3,4-dimethylphenyl hydrazine hydrochloride), CC(C(CC#N)=O)(C)C (4,4-dimethyl-3-oxopentanenitrile). Solvent: CCO (EtOH). Product: C(C)(C)(C)C=1C=C(N(N1)C1=CC(=C(C=C1)C)C)N (5-tert-Butyl-2-(3,4-dimethyl-phenyl)-2H-pyrazol-3-ylamine). Reaction SMILES: Cl.[CH3:2][C:3]1[CH:4]=[C:5]([NH:10][NH2:11])[CH:6]=[CH:7][C:8]=1[CH3:9].[CH3:12][C:13]([CH3:20])([CH3:19])[C:14](=O)[CH2:15][C:16]#[N:17]>CCO>[C:13]([C:14]1[CH:15]=[C:16]([NH2:17])[N:10]([C:5]2[CH:6]=[CH:7][C:8]([CH3:9])=[C:3]([CH3:2])[CH:4]=2)[N:11]=1)([CH3:20])([CH3:19])[CH3:12] |f:0.1|. Procedure details: A black solution of 3,4-dimethylphenyl hydrazine hydrochloride (Apollo, 1.73 g, 10.0 mmol) and 4,4-dimethyl-3-oxopentanenitrile (1.38 g, 11.0 mmol) in EtOH (20 mL) was stirred at reflux for 5 h. The cooled solution was concentrated in vacuo, redissolved in diethyl ether (20 mL) and washed with aqueous NaOH solution (1M, 20 mL). The aqueous was extracted with diethyl ether (2×20 mL), then the combined organics washed with brine (20 mL), dried (Na2SO4), filtered and concentrated in vacuo to leave ... The reactants are COC(=O)c1ccc(CCBr)cc1, C=CCOC(=O)CC(=O)OCC=C, Cl, [H-], [H][H], [Na+], C1COCCO1, O. Product: C=CCOC(=O)C(CCc1ccc(C(=O)OC)cc1)C(=O)OCC=C. Reaction SMILES: [Br:18][CH2:19][CH2:20][c:21]1[cH:22][cH:23][c:24]([C:25](=[O:26])[O:27][CH3:28])[cH:29][cH:30]1.[C:3]([CH2:4][C:5](=[O:6])[O:7][CH2:8][CH:9]=[CH2:10])(=[O:11])[O:12][CH2:13][CH:14]=[CH2:15].[ClH:31].[H-:1].[H:16][H:17].[Na+:2].[O:32]1[CH2:33][CH2:34][O:35][CH2:36][CH2:37]1.[OH2:38]>>[C:3]([CH:4]([C:5](=[O:6])[O:7][CH2:8][CH:9]=[CH2:10])[CH2:19][CH2:20][c:21]1[cH:22][cH:23][c:24]([C:25](=[O:26])[O:27][CH3:28])[cH:29][cH:30]1)(=[O:11])[O:12][CH2:13][CH:14]=[CH2:15]. Reaction SMILES: [C:42]([OH:43])(=[O:44])[CH3:45].[C:51]([O-:52])(=[O:53])[CH3:54].[C:56]([O-:57])(=[O:58])[CH3:59].[CH2:1]([CH3:2])[O:3][C:4]([CH2:5][CH2:6][CH:7]([NH:8][C:9](=[O:10])[O:11][CH2:12][c:13]1[cH:14][cH:15][cH:16][cH:17][cH:18]1)[C:19]([NH2:20])=[O:21])=[O:22].[CH2:46]1[O:47][CH2:48][CH2:49][CH2:50]1.[Cu+2:55].[F:29][C:30]([F:31])([F:32])[C:33]([O:34][C:35](=[O:36])[C:37]([F:38])([F:39])[F:40])=[O:41].[cH:23]1[cH:24][cH:25][n:26][cH:27][cH:28]1>>[CH2:1]([CH3:2])[O:3][C:4]([CH2:5][CH2:6][CH:7]([NH:8][C:9](=[O:10])[O:11][CH2:12][c:13]1[cH:14][cH:15][cH:16][cH:17][cH:18]1)[C:19]#[N:20])=[O:22]. The reactants are CC(=O)O, CC(=O)[O-], CC(=O)[O-], CCOC(=O)CCC(NC(=O)OCc1ccccc1)C(N)=O, C1CCOC1, [Cu+2], O=C(OC(=O)C(F)(F)F)C(F)(F)F, c1ccncc1. Product: CCOC(=O)CCC(C#N)NC(=O)OCc1ccccc1. The reactants are C1=CC=CC=2NC3=C(C=CC21)C=CC=C3 (5H-dibenz[b,f]azepine), IC1=CC=C(CCO)C=C1 (p-iodophenethyl alcohol), [OH-].[K+] (potassium hydroxide), C1CCCC2CCCCC12 (decalin). The reagents and catalysts are [Cu] (copper). Run in C(Cl)(Cl)Cl (chloroform). Conditions: time 40 hour. The product is OCCC1=CC=C(C=C1)N1C2=C(C=CC3=C1C=CC=C3)C=CC=C2 (5-(4-(2-hydroxyethyl)phenyl)-5H-dibenz[b,f]azepine). The yield is 29.8%. Reaction SMILES: [CH:1]1[C:11]2[CH:10]=[CH:9][C:8]3[CH:12]=[CH:13][CH:14]=[CH:15][C:7]=3[NH:6][C:5]=2[CH:4]=[CH:3][CH:2]=1.I[C:17]1[CH:25]=[CH:24][C:20]([CH2:21][CH2:22][OH:23])=[CH:19][CH:18]=1.[OH-].[K+].C1C2C(CCCC2)CCC1>[Cu].C(Cl)(Cl)Cl>[OH:23][CH2:22][CH2:21][C:20]1[CH:24]=[CH:25][C:17]([N:6]2[C:7]3[CH:15]=[CH:14][CH:13]=[CH:12][C:8]=3[CH:9]=[CH:10][C:11]3[CH:1]=[CH:2][CH:3]=[CH:4][C:5]2=3)=[CH:18][CH:19]=1 |f:2.3|. Procedure details: A mixture of 8.7 g (45 mmol) of 5H-dibenz[b,f]azepine, 12.4 g (50 mmol) of p-iodophenethyl alcohol, 2.8 g (50 mmol) of potassium hydroxide, 4. 8 g (75 mmol) of copper powder, and 20 ml of decalin was heated at an external temperature of 200° C. while stirring in a nitrogen stream for 40 hours. The reaction mixture was cooled nearly to room temperature, chloroform was added thereto, followed by filtration using Celite to remove any insoluble matter. The filtrate was concentrated. To remove decali...